Dataset: the Open Reaction Database (ORD), a public repository of structured organic reaction records. Task: describe an organic reaction: reactants, conditions, products, and yield Reactants: C(Br)(Br)(Br)Br (carbon tetrabromide), C1(=CC=CC=C1)P(C1=CC=CC=C1)C1=CC=CC=C1 (triphenylphosphine), C(C)(C)C(C(=O)OCC)CC=O (ethyl 2-isopropyl-3-formyl-propionate). Run in C(Cl)Cl (methylene chloride). Yields the product BrC(=CCC(C(=O)OCC)C(C)C)Br (ethyl α-(3,3-dibromoallyl)isovalerate). The yield is 48.3%. Reaction SMILES: [C:1]([Br:5])(Br)(Br)[Br:2].C1(P(C2C=CC=CC=2)C2C=CC=CC=2)C=CC=CC=1.[CH:25]([CH:28]([CH2:34][CH:35]=O)[C:29]([O:31][CH2:32][CH3:33])=[O:30])([CH3:27])[CH3:26]>C(Cl)Cl>[Br:2][C:1]([Br:5])=[CH:35][CH2:34][CH:28]([CH:25]([CH3:27])[CH3:26])[C:29]([O:31][CH2:32][CH3:33])=[O:30]. Reported procedure: In 240 g of methylene chloride were dissolved 12.5 g of carbon tetrabromide, followed by the addition of 19.8 g of triphenylphosphine. The mixture was thoroughly stirred. To this mixed solution were added 5.0 g of the ethyl 2-isopropyl-3-formyl-propionate prepared above and the mixture was stirred at room temperature overnight. Thereafter, the low-boiling fraction was distilled off under reduced pressure and the residue was stirred well with diethyl ether and water. The diethyl ether layer was t... Starting materials: CC(C)(C)c1ccc([N+](=O)[O-])cc1Br, CN1CCNCC1. Product: CN1CCN(c2cc(C(C)(C)C)c(Br)cc2[N+](=O)[O-])CC1. Reaction SMILES: [C:1]([CH3:2])([CH3:3])([CH3:4])[c:5]1[c:6]([Br:14])[cH:7][c:8]([N+:11](=[O:12])[O-:13])[cH:9][cH:10]1.[CH3:15][N:16]1[CH2:17][CH2:18][NH:19][CH2:20][CH2:21]1>>[C:1]([CH3:2])([CH3:3])([CH3:4])[c:5]1[c:6]([Br:14])[cH:7][c:8]([N+:11](=[O:12])[O-:13])[c:9]([N:19]2[CH2:18][CH2:17][N:16]([CH3:15])[CH2:21][CH2:20]2)[cH:10]1. Reactants: C(C)(C)(C)OC(=O)N1CCC(CC1)C(NC1=C(C=CC=C1)C(F)(F)F)=O (4-(2-trifluoromethylphenylcarbamoyl)piperidine-1-carboxylic acid tert-butyl ester), FC(C(=O)O)(F)F (trifluoroacetic acid). Run in ClCCl (dichloromethane). Run at time 16 hour. The product is FC(C1=C(C=CC=C1)NC(=O)C1CCNCC1)(F)F (PIPERIDINE-4-CARBOXYLIC ACID (2-TRIFLUOROMETHYLPHENYL)AMIDE). Reaction SMILES: C(OC([N:8]1[CH2:13][CH2:12][CH:11]([C:14](=[O:26])[NH:15][C:16]2[CH:21]=[CH:20][CH:19]=[CH:18][C:17]=2[C:22]([F:25])([F:24])[F:23])[CH2:10][CH2:9]1)=O)(C)(C)C.FC(F)(F)C(O)=O>ClCCl>[F:25][C:22]([F:23])([F:24])[C:17]1[CH:18]=[CH:19][CH:20]=[CH:21][C:16]=1[NH:15][C:14]([CH:11]1[CH2:12][CH2:13][NH:8][CH2:9][CH2:10]1)=[O:26]. Reported procedure: To a stirred solution of 4-(2-trifluoromethylphenylcarbamoyl)piperidine-1-carboxylic acid tert-butyl ester (0.450 g, 1.20 mmol) in dichloromethane (10 mL) was added trifluoroacetic acid (1.4 mL). The resulting mixture was stirred at ambient temperature for 16 hours and then quenched with saturated aqueous solution of Na2CO3 (10 mL). The organic phase was separated and washed with water (10 mL), saturated NaCl (10 mL), dried over MgSO4 and then concentrated in vacuo. The crude title compound was ... Reactants: ClC=1C=C(C=C(C1)Cl)C1=NOC(C1)(C(=O)OCC)CO (ethyl 3-(3,5-dichlorophenyl)-5-(hydroxymethyl)-4,5-dihydro-1,2-oxazole-5-carboxylate), [OH-].[Na+] (NaOH). The solvent is CO (methanol), O (water). Conditions: time 18 hour. The product is ClC=1C=C(C=C(C1)Cl)C1=NOC(C1)(C(=O)O)CO (3-(3,5-Dichlorophenyl)-5-(hydroxymethyl)-4,5-dihydro-1,2-oxazole-5-carboxylic acid). Reaction SMILES: [Cl:1][C:2]1[CH:3]=[C:4]([C:9]2[CH2:13][C:12]([CH2:19][OH:20])([C:14]([O:16]CC)=[O:15])[O:11][N:10]=2)[CH:5]=[C:6]([Cl:8])[CH:7]=1.[OH-].[Na+]>CO.O>[Cl:1][C:2]1[CH:3]=[C:4]([C:9]2[CH2:13][C:12]([CH2:19][OH:20])([C:14]([OH:16])=[O:15])[O:11][N:10]=2)[CH:5]=[C:6]([Cl:8])[CH:7]=1 |f:1.2|. Procedure details: 2.80 g (8.80 mmol) of ethyl 3-(3,5-dichlorophenyl)-5-(hydroxymethyl)-4,5-dihydro-1,2-oxazole-5-carboxylate were dissolved in 100 ml of methanol, and a solution of mg (11.4 mmol) of NaOH in 20 ml of water was added. After 18 h of stirring at RT, the solvents were removed under reduced pressure, water and methylene chloride were added and the organic phase was separated off. On acidification of the aqueous phase, the product separated off as a white precipitate, which was filtered off and dried. Conditions: time 3 hour. The reactants are C1(=CC=CC=C1)/C=C/CP(OCC)(=O)OCC (Diethyl trans-3-Phenyl-2-propenephosphonate). Yields the product C1(=CC=CC=C1)CCCP(OCC)(OCC)=O (Diethyl 3-Phenylpropylphosphonate). Reaction SMILES: [C:1]1(/[CH:7]=[CH:8]/[CH2:9][P:10]([O:15][CH2:16][CH3:17])(=[O:14])[O:11][CH2:12][CH3:13])[CH:6]=[CH:5][CH:4]=[CH:3][CH:2]=1>C(O)C.[Pd]>[C:1]1([CH2:7][CH2:8][CH2:9][P:10](=[O:14])([O:11][CH2:12][CH3:13])[O:15][CH2:16][CH3:17])[CH:2]=[CH:3][CH:4]=[CH:5][CH:6]=1. Yield: 99.2%. The reagents and catalysts are [Pd] (Pd/C). Run in C(C)O (ethanol). Procedure: A solution of compound 5e (30 mg) in ethanol (5 mL) was hydrogenated over 10% Pd/C (5 mg) at atmospheric pressure. The mixture was vigorously stirred at r.t for 3 h, whereupon the catalyst was removed by filtration and the filtrate concentrated under reduced pressure to afford 7a as a colorless oil (30 mg, 99% yield). 1H NMR (CDCl3) δ1.30 (t, J=7.1 Hz, 6 H), 1.69-1.77 (m, 2 H), 1.91-1.94 (m, 2 H), 2.69 (t, J=7.5 Hz, 2 H), 4.04-4.10 (m, 4 H), 7.16-7.30 (m, 5 H). Starting materials: C1(=CC=CC=C1)C1=C(N=C2N1N=C(C=C2OC)Br)C2=CC=C(C=C2)C2(CCC2)NC(OC(C)(C)C)=O (tert-butyl (1-{4-[3-phenyl-6-bromo-8-methoxyimidazo[1,2-b]pyridazin-2-yl]phenyl}cyclobutyl)carbamate), O (water), C(=O)([O-])[O-].[K+].[K+] (K2CO3), O (water), COCCOC (1,2-dimethoxyethane). The reagents and catalysts are C=1C=CC(=CC1)[P](C=2C=CC=CC2)(C=3C=CC=CC3)[Pd]([P](C=4C=CC=CC4)(C=5C=CC=CC5)C=6C=CC=CC6)([P](C=7C=CC=CC7)(C=8C=CC=CC8)C=9C=CC=CC9)[P](C=1C=CC=CC1)(C=1C=CC=CC1)C=1C=CC=CC1 (tetrakis(triphenylphosphine)palladium(0)). Reaction conditions: time 10 minute. Product: COC=1C=2N(N=C(C1)C=C)C(=C(N2)C2=CC=C(C=C2)C2(CCC2)NC(OC(C)(C)C)=O)C2=CC=CC=C2 (tert-butyl {1-[4-(8-methoxy-3-phenyl-6-vinylimidazo[1,2-b]pyridazin-2-yl)phenyl]cyclobutyl}carbamate). Isolated yield 92.0%. As a reaction SMILES: [C:1]1([C:7]2[N:11]3[N:12]=[C:13](Br)[CH:14]=[C:15]([O:16][CH3:17])[C:10]3=[N:9][C:8]=2[C:19]2[CH:24]=[CH:23][C:22]([C:25]3([NH:29][C:30](=[O:36])[O:31][C:32]([CH3:35])([CH3:34])[CH3:33])[CH2:28][CH2:27][CH2:26]3)=[CH:21][CH:20]=2)[CH:6]=[CH:5][CH:4]=[CH:3][CH:2]=1.C([O-])([O-])=O.[K+].[K+].O.CO[CH2:46][CH2:47]OC>C1C=CC([P]([Pd]([P](C2C=CC=CC=2)(C2C=CC=CC=2)C2C=CC=CC=2)([P](C2C=CC=CC=2)(C2C=CC=CC=2)C2C=CC=CC=2)[P](C2C=CC=CC=2)(C2C=CC=CC=2)C2C=CC=CC=2)(C2C=CC=CC=2)C2C=CC=CC=2)=CC=1>[CH3:17][O:16][C:15]1[C:10]2[N:11]([C:7]([C:1]3[CH:6]=[CH:5][CH:4]=[CH:3][CH:2]=3)=[C:8]([C:19]3[CH:24]=[CH:23][C:22]([C:25]4([NH:29][C:30](=[O:36])[O:31][C:32]([CH3:33])([CH3:34])[CH3:35])[CH2:26][CH2:27][CH2:28]4)=[CH:21][CH:20]=3)[N:9]=2)[N:12]=[C:13]([CH:46]=[CH2:47])[CH:14]=1 |f:1.2.3,^1:53,55,74,93|. Procedure: A mixture of tert-butyl (1-{4-[3-phenyl-6-bromo-8-methoxyimidazo[1,2-b]pyridazin-2-yl]phenyl}cyclobutyl)carbamate that was prepared in a manner analgous to that described for Intermediate Example Int-7 (0.30 g, 0.54 mmol) and tetrakis(triphenylphosphine)palladium(0) (0.006 g, 0.005 mmol, 10 mol %) in 1,2-dimethoxyethane (4 mL) was stirred under an argon atmosphere for 10 min, then was sequentially treated with K2CO3 (0.075 g, 0.54 mmol, 1.0 eq), water (1.5 mL) and vinylboronic acid anhydride pyr... The reactants are CC(C)(C)OC(=O)N1CC(OS(C)(=O)=O)C1, CN(C)Cc1ccc(O)cc1F, [H-], [Na+], CN(C)C=O, O. Yields the product CN(C)Cc1ccc(OC2CN(C(=O)OC(C)(C)C)C2)cc1F. RXN SMILES: [CH3:15][S:16]([O:17][CH:20]1[CH2:21][N:22]([C:24](=[O:25])[O:26][C:27]([CH3:28])([CH3:29])[CH3:30])[CH2:23]1)(=[O:18])=[O:19].[CH3:3][N:4]([CH3:5])[CH2:6][c:7]1[c:8]([F:14])[cH:9][c:10]([OH:13])[cH:11][cH:12]1.[H-:2].[Na+:1].[O:32]=[CH:33][N:34]([CH3:35])[CH3:36].[OH2:31]>>[CH3:3][N:4]([CH3:5])[CH2:6][c:7]1[c:8]([F:14])[cH:9][c:10]([O:13][CH:20]2[CH2:21][N:22]([C:24](=[O:25])[O:26][C:27]([CH3:28])([CH3:29])[CH3:30])[CH2:23]2)[cH:11][cH:12]1. Starting materials: OBO, CN1C(=O)CN=C(c2cccc(C#N)c2)c2cc(Br)ccc21, COc1cccc(OC)c1B(O)O, c1ccccc1. The product is COc1cccc(OC)c1-c1ccc2c(c1)C(c1cccc(C#N)c1)=NCC(=O)N2C. Reaction SMILES: [BH:23]([OH:24])[OH:25].[Br:1][c:2]1[cH:3][c:4]2[c:5]([cH:21][cH:22]1)[N:6]([CH3:20])[C:7](=[O:19])[CH2:8][N:9]=[C:10]2[c:11]1[cH:12][c:13]([C:14]#[N:15])[cH:16][cH:17][cH:18]1.[CH3:32][O:33][c:34]1[c:35]([B:42]([OH:43])[OH:44])[c:36]([O:40][CH3:41])[cH:37][cH:38][cH:39]1.[cH:26]1[cH:27][cH:28][cH:29][cH:30][cH:31]1>>[c:2]1(-[c:35]2[c:34]([O:33][CH3:32])[cH:39][cH:38][cH:37][c:36]2[O:40][CH3:41])[cH:3][c:4]2[c:5]([cH:21][cH:22]1)[N:6]([CH3:20])[C:7](=[O:19])[CH2:8][N:9]=[C:10]2[c:11]1[cH:12][c:13]([C:14]#[N:15])[cH:16][cH:17][cH:18]1. Reactants: C(C)(=O)OCCC1C(OCC1)=O (3-(2'-acetoxyethyl)-dihydro-2(3H)furanone). The solvent is CO (methanol). The product is O1CCC(CC1)C(=O)OC (methyl tetrahydropyran-4-carboxylate). Reaction SMILES: [C:1]([O:4][CH2:5][CH2:6][CH:7]1[CH2:11][CH2:10][O:9][C:8]1=[O:12])(=O)C>CO>[O:4]1[CH2:1][CH2:11][CH:7]([C:8]([O:9][CH3:10])=[O:12])[CH2:6][CH2:5]1. Procedure details: A solution consisting of 57 wt % of 3-(2'-acetoxyethyl)-dihydro-2(3H)furanone and 43wt % of methanol was pumped into an evaporator (300° C.) at a rate of 170 g per hour, whence the vapors were passed together with 80 L/h of nitrogen over 560 g (950 mL) of Al2O3 (1.3 mm extrudates) at a reactor temperature of 250° C. using a trickle-bed method. The gaseous effluent was condensed in cold traps and analyzed by gas chromatography. 61 mol % of methyl tetrahydropyran-4-carboxylate was formed, plus 26 ... The reactants are C([O-])([O-])=O.[Na+].[Na+] (sodium carbonate), [1,1-bis(diphenylphosphino)ferrocene]dichloropalladium(II)dichloromethane, BrC=1C(=CC2=C(OCC(N2C)=O)N1)C1=CC=CC=C1 (6-bromo-1-methyl-7-phenyl-1H-pyrido[2,3-b][1,4]oxazin-2(3H)-one), CC1(OB(OC1(C)C)C1=CC=C(CNC(OC(C)(C)C)=O)C=C1)C (tert-butyl 4-(4,4,5,5-tetramethyl-1,3,2-dioxaborolan-2-yl)benzylcarbamate). The solvent is [Cl-].[Na+].O (brine), O1CCOCC1 (1,4-dioxane), O (water). Reaction conditions: temperature 80 celsius. Yields the product CN1C2=C(OCC1=O)N=C(C(=C2)C2=CC=CC=C2)C2=CC=C(CNC(OC(C)(C)C)=O)C=C2 (tert-butyl 4-(1-methyl-2-oxo-7-phenyl-2,3-dihydro-1H-pyrido[2,3-b][1,4]oxazin-6-yl)benzylcarbamate). Yield: 71.8%. RXN SMILES: Br[C:2]1[C:3]([C:14]2[CH:19]=[CH:18][CH:17]=[CH:16][CH:15]=2)=[CH:4][C:5]2[N:10]([CH3:11])[C:9](=[O:12])[CH2:8][O:7][C:6]=2[N:13]=1.CC1(C)C(C)(C)OB([C:28]2[CH:42]=[CH:41][C:31]([CH2:32][NH:33][C:34](=[O:40])[O:35][C:36]([CH3:39])([CH3:38])[CH3:37])=[CH:30][CH:29]=2)O1.C(=O)([O-])[O-].[Na+].[Na+]>O1CCOCC1.O.[Cl-].[Na+].O>[CH3:11][N:10]1[C:9](=[O:12])[CH2:8][O:7][C:6]2[N:13]=[C:2]([C:28]3[CH:42]=[CH:41][C:31]([CH2:32][NH:33][C:34](=[O:40])[O:35][C:36]([CH3:37])([CH3:38])[CH3:39])=[CH:30][CH:29]=3)[C:3]([C:14]3[CH:19]=[CH:18][CH:17]=[CH:16][CH:15]=3)=[CH:4][C:5]1=2 |f:2.3.4,7.8.9|. Reported procedure: In a 15 mL reaction tube was added 6-bromo-1-methyl-7-phenyl-1H-pyrido[2,3-b][1,4]oxazin-2(3H)-one (40 mg, 0.125 mmol) and tert-butyl 4-(4,4,5,5-tetramethyl-1,3,2-dioxaborolan-2-yl)benzylcarbamate (50 mg, 0.150 mmol) in 1,4-dioxane (2 ml), followed by a solution of sodium carbonate (40 mg, 0.3 mmol) in water (0.5 ml) to give a white suspension. This was degassed by bubbling nitrogen for 10 minutes, followed by the addition of [1,1-bis(diphenylphosphino)ferrocene]dichloropalladium(II)dichlorometh...